Dataset: the Open Reaction Database (ORD), a public repository of structured organic reaction records. Task: describe an organic reaction: reactants, conditions, products, and yield Reactants: [Si](C)(C)(C(C)(C)C)O[C@@H]1C=C2C=C[C@@H]([C@@H]([C@H]2[C@H](C1)OC(C(CCC)(C)OC1=C(C=CC=C1)C)=O)CC[C@@H]1C[C@H](CC(O1)=O)O[Si](C)(C)C(C)(C)C)C ((4R,6R)-6-([1S,2S,6S,8S,8aR]-2-{1,2,6,7,8,8a-Hexahydro-6-t-butyldimethylsilyloxy-8-[(2RS)-2-(2-methylphenoxy)-2-methylvaleryloxy]-2-methyl-1-naphthyl}ethyl)tetrahydro-4-t-butyldimethylsilyloxy-2H-pyran-2-one), solution, [F-].C(CCC)[N+](CCCC)(CCCC)CCCC (tetrabutylammonium fluoride). Run in O1CCCC1 (tetrahydrofuran). Yields the product O[C@@H]1C=C2C=C[C@@H]([C@@H]([C@H]2[C@H](C1)OC(C(CCC)(C)OC1=C(C=CC=C1)C)=O)CC[C@@H]1C[C@H](CC(O1)=O)O)C ((4R,6R)-6-([1S,2S,6S,8S,8aR]-2-{1,2,6,7,8,8a-Hexahydro-6-hydroxy-8-[(2RS)-2-(2-methylphenoxy)-2-methylvaleryloxy]-2-methyl-1-naphthyl}ethyl)tetrahydro-4-hydroxy-2H-pyran-2-one). The yield is 65.6%. RXN SMILES: [Si]([O:8][C@H:9]1[CH2:18][C@H:17]([O:19][C:20](=[O:34])[C:21]([O:26][C:27]2[CH:32]=[CH:31][CH:30]=[CH:29][C:28]=2[CH3:33])([CH3:25])[CH2:22][CH2:23][CH3:24])[C@H:16]2[C:11]([CH:12]=[CH:13][C@H:14]([CH3:52])[C@@H:15]2[CH2:35][CH2:36][C@H:37]2[O:42][C:41](=[O:43])[CH2:40][C@H:39]([O:44][Si](C(C)(C)C)(C)C)[CH2:38]2)=[CH:10]1)(C(C)(C)C)(C)C.[F-].C([N+](CCCC)(CCCC)CCCC)CCC>O1CCCC1>[OH:8][C@H:9]1[CH2:18][C@H:17]([O:19][C:20](=[O:34])[C:21]([O:26][C:27]2[CH:32]=[CH:31][CH:30]=[CH:29][C:28]=2[CH3:33])([CH3:25])[CH2:22][CH2:23][CH3:24])[C@H:16]2[C:11]([CH:12]=[CH:13][C@H:14]([CH3:52])[C@@H:15]2[CH2:35][CH2:36][C@H:37]2[O:42][C:41](=[O:43])[CH2:40][C@H:39]([OH:44])[CH2:38]2)=[CH:10]1 |f:1.2|. Procedure details: A procedure similar to that described in Example 2, above, was followed, but using 0.35 g of (4R,6R)-6-([1S,2S,6S,8S,8aR]-2-{1,2,6,7,8,8a-hexahydro-6-t-butyldimethysilyloxy-8-[(2RS)-2-(2-methylphenoxy)-2-methylvaleryloxy]-2-methyl-1-naphthyl}ethyl)tetrahydro-4-t-butyldimethylsilyloxy-2H-pyran-2-one [prepared as described in Example 76, above] and 11.1 ml of a 1.0 molar solution of tetrabutylammonium fluoride in tetrahydrofuran, to give 0.16 g of the title compound as white crystals, melting at b...